From a dataset of the Open Reaction Database (ORD), a public repository of structured organic reaction records. describe an organic reaction: reactants, conditions, products, and yield Reactants: CCOC(C)=O, O=C(c1ccccc1)c1ccc(N2CCOCC2)c([N+](=O)[O-])c1. Yields the product Nc1cc(C(=O)c2ccccc2)ccc1N1CCOCC1. As a reaction SMILES: [CH3:24][CH2:25][O:26][C:27](=[O:28])[CH3:29].[N+:1]([O-:2])(=[O:3])[c:4]1[cH:5][c:6]([C:7](=[O:8])[c:9]2[cH:10][cH:11][cH:12][cH:13][cH:14]2)[cH:15][cH:16][c:17]1[N:18]1[CH2:19][CH2:20][O:21][CH2:22][CH2:23]1>>[NH2:1][c:4]1[cH:5][c:6]([C:7](=[O:8])[c:9]2[cH:10][cH:11][cH:12][cH:13][cH:14]2)[cH:15][cH:16][c:17]1[N:18]1[CH2:19][CH2:20][O:21][CH2:22][CH2:23]1. Starting materials: C(C1=CC=CC=C1)Br (benzyl bromide), [H-].[Na+] (sodium hydride), ClC=1N=NC=C(C1O)OC (3-Chloro-5-methoxypyridazin-4-ol). Reagents/catalysts: [I-].C(CCC)[N+](CCCC)(CCCC)CCCC (tetrabutylammonium iodide). The solvent is CN(C=O)C (N,N-dimethylformamide), O (water). Reaction conditions: time 10 minute. Product: C(C1=CC=CC=C1)N1N=C(C(C(=C1)OC)=O)Cl (1-benzyl-3-chloro-5-methoxypyridazin-4(1H)-one). Yield: 126.8%. RXN SMILES: [Cl:1][C:2]1[N:3]=[N:4][CH:5]=[C:6]([O:9][CH3:10])[C:7]=1[OH:8].[H-].[Na+].[CH2:13](Br)[C:14]1[CH:19]=[CH:18][CH:17]=[CH:16][CH:15]=1>CN(C)C=O.[I-].C([N+](CCCC)(CCCC)CCCC)CCC.O>[CH2:13]([N:4]1[CH:5]=[C:6]([O:9][CH3:10])[C:7](=[O:8])[C:2]([Cl:1])=[N:3]1)[C:14]1[CH:19]=[CH:18][CH:17]=[CH:16][CH:15]=1 |f:1.2,5.6|. Reported procedure: 3-Chloro-5-methoxypyridazin-4-ol (10.0 g) was dissolved in N,N-dimethylformamide (300 mL), sodium hydride (3.26 g, 55 wt %) and tetrabutylammonium iodide (4.60 g) were added at 0° C., and the mixture was stirred at the same temperature for 10 min. To the reaction mixture was added benzyl bromide (12.3 g) at 0° C., and the mixture was stirred at room temperature for 20 hr. The reaction mixture was diluted with water, and extracted with dichloromethane. The extract was washed successively with wat... The reactants are solution, C([O-])([O-])=O.[Na+].[Na+] (sodium carbonate), IC1=C(N=C2N(C1=O)C(=CC=C2)C)C(CC)NC2=C1N=CNC1=NC=N2 (3-iodo-6-methyl-2-[1-(9H-purin-6-ylamino)propyl]-4H-pyrido[1,2-a]pyrimidin-4-one), FC=1C=C(C=C(C1)F)B(O)O ((3,5-difluorophenyl)boronic acid). The reagents and catalysts are C=1C=CC(=CC1)[P](C=2C=CC=CC2)(C=3C=CC=CC3)[Pd]([P](C=4C=CC=CC4)(C=5C=CC=CC5)C=6C=CC=CC6)([P](C=7C=CC=CC7)(C=8C=CC=CC8)C=9C=CC=CC9)[P](C=1C=CC=CC1)(C=1C=CC=CC1)C=1C=CC=CC1 (tetrakis(triphenylphosphine)palladium). Run in O (water), CCOC(=O)C (EtOAc), O1CCOCC1 (1,4-dioxane). Reaction conditions: temperature 100 celsius. Product: FC=1C=C(C=C(C1)F)C1=C(N=C2N(C1=O)C(=CC=C2)C)C(CC)NC2=C1N=CNC1=NC=N2 (3-(3,5-difluorophenyl)-6-methyl-2-[1-(9H-purin-6-ylamino)propyl]-4H-pyrido[1,2-a]pyrimidin-4-one). As a reaction SMILES: I[C:2]1[C:7](=[O:8])[N:6]2[C:9]([CH3:13])=[CH:10][CH:11]=[CH:12][C:5]2=[N:4][C:3]=1[CH:14]([NH:17][C:18]1[N:26]=[CH:25][N:24]=[C:23]2[C:19]=1[N:20]=[CH:21][NH:22]2)[CH2:15][CH3:16].[F:27][C:28]1[CH:29]=[C:30](B(O)O)[CH:31]=[C:32]([F:34])[CH:33]=1.C(=O)([O-])[O-].[Na+].[Na+]>O1CCOCC1.O.CCOC(C)=O.C1C=CC([P]([Pd]([P](C2C=CC=CC=2)(C2C=CC=CC=2)C2C=CC=CC=2)([P](C2C=CC=CC=2)(C2C=CC=CC=2)C2C=CC=CC=2)[P](C2C=CC=CC=2)(C2C=CC=CC=2)C2C=CC=CC=2)(C2C=CC=CC=2)C2C=CC=CC=2)=CC=1>[F:27][C:28]1[CH:29]=[C:30]([C:2]2[C:7](=[O:8])[N:6]3[C:9]([CH3:13])=[CH:10][CH:11]=[CH:12][C:5]3=[N:4][C:3]=2[CH:14]([NH:17][C:18]2[N:26]=[CH:25][N:24]=[C:23]3[C:19]=2[N:20]=[CH:21][NH:22]3)[CH2:15][CH3:16])[CH:31]=[C:32]([F:34])[CH:33]=1 |f:2.3.4,^1:60,62,81,100|. Procedure details: To a mixture of 3-iodo-6-methyl-2-[1-(9H-purin-6-ylamino)propyl]-4H-pyrido[1,2-a]pyrimidin-4-one (from example 3, step 2; 0.030 g, 0.065 mmol) and (3,5-difluorophenyl)boronic acid (Aldrich, 12.3 mg, 0.0780 mmol) in 1,4-dioxane (0.5 mL) was added a 1 M solution of sodium carbonate (8.27 mg, 0.0780 mmol) in water (0.077 mL) and tetrakis(triphenylphosphine)palladium (0) (3.76 mg, 0.00325 mmol). The reaction mixture was heated at 100° C. overnight. After cooling to rt, the mixture was diluted with E... Reactants: N (ammonia), Cl (hydrogen chloride), C(C)OCC (diethyl ether), [Br-].CN(CCCC(NCCCC[P+](C1=CC=CC=C1)(C1=CC=CC=C1)C1=CC=CC=C1)=O)C(OC(C)(C)C)=O (11,14,14-trimethyl-7,12-dioxo-1,1,1-triphenyl-13-oxa-6,11-diaza-1-phosphoniapentadecane bromide). Solvent: CO (methanol), C(Cl)Cl (methylene chloride), CO (methanol). Conditions: time 8 hour. Product: [Br-].CNCCCC(=O)NCCCC[P+](C1=CC=CC=C1)(C1=CC=CC=C1)C1=CC=CC=C1 ((4-{[4-(methylamino)butanoyl]amino}butyl)(triphenyl)phosphonium bromide). Yield: 89.6%. Reaction SMILES: [Br-:1].[CH3:2][N:3](C(=O)OC(C)(C)C)[CH2:4][CH2:5][CH2:6][C:7](=[O:32])[NH:8][CH2:9][CH2:10][CH2:11][CH2:12][P+:13]([C:26]1[CH:31]=[CH:30][CH:29]=[CH:28][CH:27]=1)([C:20]1[CH:25]=[CH:24][CH:23]=[CH:22][CH:21]=1)[C:14]1[CH:19]=[CH:18][CH:17]=[CH:16][CH:15]=1.Cl.C(OCC)C.N>C(Cl)Cl.CO>[Br-:1].[CH3:2][NH:3][CH2:4][CH2:5][CH2:6][C:7]([NH:8][CH2:9][CH2:10][CH2:11][CH2:12][P+:13]([C:26]1[CH:27]=[CH:28][CH:29]=[CH:30][CH:31]=1)([C:20]1[CH:21]=[CH:22][CH:23]=[CH:24][CH:25]=1)[C:14]1[CH:15]=[CH:16][CH:17]=[CH:18][CH:19]=1)=[O:32] |f:0.1,7.8|. Reported procedure: 11,14,14-trimethyl-7,12-dioxo-1,1,1-triphenyl-13-oxa-6,11-diaza-1-phosphoniapentadecane bromide (910 mg, 1.50 mmol) was dissolved in methylene chloride (4.6 mL) and methanol (0.50 mL). The solution at room temperature was treated with 2.0 M hydrogen chloride in diethyl ether (1.63 mL, 3.26 mmol). The mixture was stirred overnight at room temperature, then cooled with an ice bath and treated with 7N ammonia in methanol (0.61 mL, 4.30 mmol). After 30 minutes, the slurry that resulted was filtered,... Reactants: N1N=CC=C1 (pyrazole), ClC=1N=C(C2=C(N1)SC=C2C)NCC2=CC(=CC=C2)[N+](=O)[O-] (2-chloro-5-methyl-4-(3-nitrobenzylamino)-thieno-[2,3-d]-pyrimidine). Yields the product N1(N=CC=C1)C=1N=C(C2=C(N1)SC=C2C)NCC2=CC(=CC=C2)[N+](=O)[O-] (2-(pyrazol-1-yl)-5-methyl-4-(3-nitrobenzylamino)-thieno-[2,3-d]-pyrimidine). RXN SMILES: [NH:1]1[CH:5]=[CH:4][CH:3]=[N:2]1.Cl[C:7]1[N:8]=[C:9]([NH:17][CH2:18][C:19]2[CH:24]=[CH:23][CH:22]=[C:21]([N+:25]([O-:27])=[O:26])[CH:20]=2)[C:10]2[C:15]([CH3:16])=[CH:14][S:13][C:11]=2[N:12]=1>>[N:1]1([C:7]2[N:8]=[C:9]([NH:17][CH2:18][C:19]3[CH:24]=[CH:23][CH:22]=[C:21]([N+:25]([O-:27])=[O:26])[CH:20]=3)[C:10]3[C:15]([CH3:16])=[CH:14][S:13][C:11]=3[N:12]=2)[CH:5]=[CH:4][CH:3]=[N:2]1. Procedure: Following the procedure of Example 97, the reaction of pyrazole with 2-chloro-5-methyl-4-(3-nitrobenzylamino)-thieno-[2,3-d]-pyrimidine gives 2-(pyrazol-1-yl)-5-methyl-4-(3-nitrobenzylamino)-thieno-[2,3-d]-pyrimidine. Reactants: CCOC(=O)C(CC)(CC)CCCCBr, [K+], N#C[S-]. Yields the product CCOC(=O)C(CC)(CC)CCCCSC#N. Reaction SMILES: [Br:1][CH2:2][CH2:3][CH2:4][CH2:5][C:6]([C:7](=[O:8])[O:9][CH2:10][CH3:11])([CH2:12][CH3:13])[CH2:14][CH3:15].[K+:16].[S-:17][C:18]#[N:19]>>[CH2:2]([CH2:3][CH2:4][CH2:5][C:6]([C:7](=[O:8])[O:9][CH2:10][CH3:11])([CH2:12][CH3:13])[CH2:14][CH3:15])[S:17][C:18]#[N:19]. Starting materials: C(C)(C)(C)OC(NC1=C(C=C(C=C1)F)N)=O ((2-Amino-4-fluoro-phenyl)-carbamic acid tert-butyl ester), C(C)(C)(C)OC(NC1=C(C=CC=C1)N)=O ((2-amino-phenyl)-carbamic acid tert-butyl ester), ClC1=CC(=C(OCC(=O)O)C=C1)C ((4-chloro-2-methyl-phenoxy)-acetic acid), C1(=CC=CC=C1)S(=O)CC(=O)O (benzenesulfinyl-acetic acid). Product: C1(=CC=CC=C1)S(=O)CC1=NC2=C(N1C(C(=O)NC1CCCCC1)C1CCCCC1)C=CC=C2 (2-(2-Benzenesulfinylmethyl-benzoimidazol-1-yl)-2,N-dicyclohexyl-acetamide). Reaction SMILES: C(O[C:6](=[O:16])[NH:7][C:8]1[CH:13]=[CH:12][C:11](F)=[CH:10][C:9]=1N)(C)(C)C.C(O[C:22](=O)[NH:23][C:24]1[CH:29]=[CH:28][CH:27]=[CH:26][C:25]=1[NH2:30])(C)(C)C.Cl[C:33]1[CH:43]=[CH:42][C:36](OCC(O)=O)=[C:35](C)[CH:34]=1.[C:45]1([S:51]([CH2:53][C:54](O)=O)=[O:52])[CH:50]=[CH:49][CH:48]=[CH:47][CH:46]=1>>[C:45]1([S:51]([CH2:53][C:54]2[N:23]([CH:22]([CH:33]3[CH2:34][CH2:35][CH2:36][CH2:42][CH2:43]3)[C:6]([NH:7][CH:8]3[CH2:9][CH2:10][CH2:11][CH2:12][CH2:13]3)=[O:16])[C:24]3[CH:29]=[CH:28][CH:27]=[CH:26][C:25]=3[N:30]=2)=[O:52])[CH:50]=[CH:49][CH:48]=[CH:47][CH:46]=1. Procedure: The title compound was prepared in analogy to Example 1,replacing (2-amino-4-fluoro-phenyl)-carbamic acid tert-butyl ester (Intermediate A) with (2-amino-phenyl)-carbamic acid tert-butyl ester ([CAS RN 146651-75-4]) and (4-chloro-2-methyl-phenoxy)-acetic acid with benzenesulfinyl-acetic acid ([CAS RN 3959-08-8]). MS (ISP): 478.1 [M+H]+.